This data is from the Open Reaction Database (ORD), a public repository of structured organic reaction records. The task is: describe an organic reaction: reactants, conditions, products, and yield Reactants: O=C(OCc1ccccc1)N1CCC(S(=O)(=O)Cl)C1, CN(C)CCN, ClCCl, O. Product: CN(C)CCNS(=O)(=O)C1CCN(C(=O)OCc2ccccc2)C1. Reaction SMILES: [CH2:1]([c:2]1[cH:3][cH:4][cH:5][cH:6][cH:7]1)[O:8][C:9](=[O:10])[N:11]1[CH2:12][CH:13]([S:16](=[O:17])(=[O:18])[Cl:19])[CH2:14][CH2:15]1.[CH3:20][N:21]([CH2:22][CH2:23][NH2:24])[CH3:25].[Cl:27][CH2:28][Cl:29].[OH2:26]>>[CH2:1]([c:2]1[cH:3][cH:4][cH:5][cH:6][cH:7]1)[O:8][C:9](=[O:10])[N:11]1[CH2:12][CH:13]([S:16](=[O:17])(=[O:18])[NH:24][CH2:23][CH2:22][N:21]([CH3:20])[CH3:25])[CH2:14][CH2:15]1. The reactants are [Si](C)(C)(C(C)(C)C)OCCO[C@H]([C@H]1CN(CCC1)C(=O)OC(C)(C)C)C1=CC(=CC=C1)Cl ((R)-tert-butyl 3-((R)-(2-(tert-butyldimethylsilyloxy)ethoxy)(3-chlorophenyl)methyl)piperidine-1-carboxylate). Solvent: CC#N (CH3CN), Cl (HCl). Yields the product ClC=1C=C(C=CC1)[C@H](OCCO)[C@H]1CNCCC1 (2-((R)-(3-chlorophenyl)((R)-piperidin-3-yl)methoxy)ethanol). Reaction SMILES: [Si]([O:8][CH2:9][CH2:10][O:11][C@@H:12]([C:26]1[CH:31]=[CH:30][CH:29]=[C:28]([Cl:32])[CH:27]=1)[C@@H:13]1[CH2:18][CH2:17][CH2:16][N:15](C(OC(C)(C)C)=O)[CH2:14]1)(C(C)(C)C)(C)C>CC#N.Cl>[Cl:32][C:28]1[CH:27]=[C:26]([C@@H:12]([C@@H:13]2[CH2:18][CH2:17][CH2:16][NH:15][CH2:14]2)[O:11][CH2:10][CH2:9][OH:8])[CH:31]=[CH:30][CH:29]=1. Procedure: A solution of crude (R)-tert-butyl 3-((R)-(2-(tert-butyldimethylsilyloxy)ethoxy)(3-chlorophenyl)methyl)piperidine-1-carboxylate in CH3CN (100 mL) and 2 N aq HCl (100 mL) was vigorously stirred at rt for 2 d. The solvents were removed in vacuo to give the HCl salt of 2-((R)-(3-chlorophenyl)((R)-piperidin-3-yl)methoxy)ethanol, which was used in the next step without further purification. LC-MS (3 min) tR=1.05 min m/z 272, 270 (M+H)+. Reactants: C(=O)(O)[O-].[Na+] (NaHCO3), BrC=1C=C(C=NC1)C=CCO (3-(5-bromo-3-pyridinyl)prop-2-en-1-ol), S(=O)(Cl)Cl (thionyl chloride), S(=O)(Cl)Cl (Thionyl chloride). Run in C(Cl)Cl (methylene chloride). The product is BrC=1C=C(C=NC1)C=CCCl (3-(5-bromo- 3-pyridinyl)-1-chloroprop-2-ene). The yield is 76.0%. As a reaction SMILES: [Br:1][C:2]1[CH:3]=[C:4]([CH:8]=[CH:9][CH2:10]O)[CH:5]=[N:6][CH:7]=1.S(Cl)([Cl:14])=O.C([O-])(O)=O.[Na+]>C(Cl)Cl>[Br:1][C:2]1[CH:3]=[C:4]([CH:8]=[CH:9][CH2:10][Cl:14])[CH:5]=[N:6][CH:7]=1 |f:2.3|. Procedure details: A solution of 3-(5-bromo-3-pyridinyl)prop-2-en-1-ol (0.85 gms, 3.97 mmol) is diluted with methylene chloride (20 mls). Thionyl chloride (0.27 mls, 97%, leq) is added at room temperature. After one hour a second equivalent of thionyl chloride is added. The reaction is neutralized with saturated aqueous NaHCO3 after an additional hour and extracted with methylene chloride. The organic layer is dried over Na2SO4 and evaporated to yield 0.70 gms of an oil (76%). 1H NMR (CDCl3, 300 MHz) δ8.90 (s, 1H)... The reactants are ClC1=CC=C(C=C1)C1C(C1)N1C(C2=CC=CC=C2C1=O)=O (2-[2-(4-chloro-phenyl)-cyclopropyl]-isoindole-1,3-dione), O.NN (hydrazine hydrate). Solvent: C(C)O (ethanol). Run at temperature 50 celsius, time 0.5 hour. Yields the product ClC1=CC=C(C=C1)[C@@H]1[C@@H](C1)N ((1R,2R)-2-(4-chloro-phenyl)-cyclopropylamine). Reaction SMILES: [Cl:1][C:2]1[CH:7]=[CH:6][C:5]([CH:8]2[CH2:10][CH:9]2[N:11]2C(=O)C3C(=CC=CC=3)C2=O)=[CH:4][CH:3]=1.O.NN>C(O)C>[Cl:1][C:2]1[CH:3]=[CH:4][C:5]([C@H:8]2[CH2:10][C@H:9]2[NH2:11])=[CH:6][CH:7]=1 |f:1.2|. Reported procedure: A mixture of 2-[2-(4-chloro-phenyl)-cyclopropyl]-isoindole-1,3-dione (320 mg, 1.07 mmol) and hydrazine hydrate (0.5 ml) in ethanol (8 ml) was stirred for 0.5 hour at 50° C. The solution was evaporated under reduced pressure. The resulting amine (compound Z1.001) was used in example P1 without further purification.